This data is from the Open Reaction Database (ORD), a public repository of structured organic reaction records. The task is: describe an organic reaction: reactants, conditions, products, and yield Reported procedure: To a solution of 2.62 g of 5-(3-fluoro-4-phenyl-α-methylbenzyl)-3-(2-hydroxyethyl)-1,2,4-oxadiazole in 60 ml of dry benzene was successively added 2.0 g of thionyl chloride and 0.67 g of pyridine with ice-cooling. After stirring and heating with reflux for 1 hour, the reaction mixture was washed with water. The organic phase was further washed with water, dried over sodium sulfate and evaporated. The residue was chromatographed over silica gel using benzene to give 2.44 g of 3-(2-chloroethyl)-5-... Product: ClCCC1=NOC(=N1)C(C1=CC(=C(C=C1)C1=CC=CC=C1)F)C (3-(2-chloroethyl)-5-(3-fluoro-4-phenyl-α-methylbenzyl)-1,2,4-oxadiazole). RXN SMILES: [F:1][C:2]1[CH:3]=[C:4]([CH:15]=[CH:16][C:17]=1[C:18]1[CH:23]=[CH:22][CH:21]=[CH:20][CH:19]=1)[CH:5]([C:7]1[O:11][N:10]=[C:9]([CH2:12][CH2:13]O)[N:8]=1)[CH3:6].S(Cl)([Cl:26])=O.N1C=CC=CC=1>C1C=CC=CC=1>[Cl:26][CH2:13][CH2:12][C:9]1[N:8]=[C:7]([CH:5]([CH3:6])[C:4]2[CH:15]=[CH:16][C:17]([C:18]3[CH:23]=[CH:22][CH:21]=[CH:20][CH:19]=3)=[C:2]([F:1])[CH:3]=2)[O:11][N:10]=1. Reactants: FC=1C=C(C(C)C2=NC(=NO2)CCO)C=CC1C1=CC=CC=C1 (5-(3-fluoro-4-phenyl-α-methylbenzyl)-3-(2-hydroxyethyl)-1,2,4-oxadiazole), S(=O)(Cl)Cl (thionyl chloride), N1=CC=CC=C1 (pyridine). The yield is 87.9%. Solvent: C1=CC=CC=C1 (benzene). The solvent is C1CCOC1 (THF), C1CCOC1 (THF). Yields the product ClC1=CC=C(C=C1)C1=CC=C(C=C1)C(CC(=O)OCC)=O (Ethyl 3-(4′-chlorobiphenyl-4-yl)-3-oxopropionate). Reported procedure: 4.29 g (32.5 mmol) of monoethyl malonate is dissolved in 100 mL of THF and 42.3 mL (67.7 mmol) of butyllithium solution (1.6N in hexane) is added dropwise at −60° C. The temperature is allowed to come up to −15° C., then the mixture is cooled again to −65° C. and 3.40 g (13.5 mmol) of 4′-chlorobiphenyl-4-carboxylic acid chloride (for preparation see Gazz. Chim. Ital. 1949, 79, 453.) in 30 mL of THF is added dropwise. The mixture is kept for 5 minutes at −65° C., then heated for 2 hours to ambien... As a reaction SMILES: [C:1]([O:7][CH2:8][CH3:9])(=[O:6])[CH2:2][C:3]([O-:5])=O.C([Li])CCC.[Cl:15][C:16]1[CH:21]=[CH:20][C:19]([C:22]2[CH:27]=[CH:26][C:25](C(Cl)=O)=[CH:24][CH:23]=2)=[CH:18][CH:17]=1.Cl>C1COCC1>[Cl:15][C:16]1[CH:17]=[CH:18][C:19]([C:22]2[CH:27]=[CH:26][C:25]([C:3](=[O:5])[CH2:2][C:1]([O:7][CH2:8][CH3:9])=[O:6])=[CH:24][CH:23]=2)=[CH:20][CH:21]=1. Starting materials: ClC1=CC=C(C=C1)C1=CC=C(C=C1)C(=O)Cl (4′-chlorobiphenyl-4-carboxylic acid chloride), Cl (hydrochloric acid), C(CC(=O)[O-])(=O)OCC (monoethyl malonate), C(CCC)[Li] (butyllithium). Conditions: temperature -65 celsius, time 5 minute. Starting materials: O=C([O-])[O-], Cn1cc(B2OC(C)(C)C(C)(C)O2)cn1, COCCOC, CC(C)(C)OC(=O)N1CCCC(Nc2nc3ccc(Oc4ccnc(Cl)c4)cc3s2)C1, [Na+], [Na+], [Na+], O=C([O-])O. Yields the product Cn1cc(-c2cc(Oc3ccc4nc(NC5CCCN(C(=O)OC(C)(C)C)C5)sc4c3)ccn2)cn1. RXN SMILES: [C:47](=[O:48])([O-:49])[O-:50].[CH3:32][n:33]1[n:34][cH:35][c:36]([B:38]2[O:39][C:40]([CH3:41])([CH3:42])[C:43]([CH3:44])([CH3:45])[O:46]2)[cH:37]1.[CH3:58][O:59][CH2:60][CH2:61][O:62][CH3:63].[Cl:1][c:2]1[n:3][cH:4][cH:5][c:6]([O:8][c:9]2[cH:10][c:11]3[c:12]([n:13][c:14]([NH:16][CH:17]4[CH2:18][N:19]([C:23](=[O:24])[O:25][C:26]([CH3:27])([CH3:28])[CH3:29])[CH2:20][CH2:21][CH2:22]4)[s:15]3)[cH:30][cH:31]2)[cH:7]1.[Na+:51].[Na+:52].[Na+:57].[O-:53][C:54]([OH:55])=[O:56]>>[c:2]1(-[c:36]2[cH:35][n:34][n:33]([CH3:32])[cH:37]2)[n:3][cH:4][cH:5][c:6]([O:8][c:9]2[cH:10][c:11]3[c:12]([n:13][c:14]([NH:16][CH:17]4[CH2:18][N:19]([C:23](=[O:24])[O:25][C:26]([CH3:27])([CH3:28])[CH3:29])[CH2:20][CH2:21][CH2:22]4)[s:15]3)[cH:30][cH:31]2)[cH:7]1. The reactants are COC(=O)c1ccc(CN(Cc2ncc[nH]2)Cc2ncc[nH]2)c2ccccc12, CO, Cl, [Na+], [OH-]. Reaction SMILES: [CH3:1][O:2][C:3](=[O:4])[c:5]1[cH:6][cH:7][c:8]([CH2:15][N:16]([CH2:17][c:18]2[nH:19][cH:20][cH:21][n:22]2)[CH2:23][c:24]2[nH:25][cH:26][cH:27][n:28]2)[c:9]2[cH:10][cH:11][cH:12][cH:13][c:14]12.[CH3:32][OH:33].[ClH:31].[Na+:30].[OH-:29]>>[O:2]=[C:3]([OH:4])[c:5]1[cH:6][cH:7][c:8]([CH2:15][N:16]([CH2:17][c:18]2[nH:19][cH:20][cH:21][n:22]2)[CH2:23][c:24]2[n:25][cH:26][cH:27][nH:28]2)[c:9]2[cH:10][cH:11][cH:12][cH:13][c:14]12. Product: O=C(O)c1ccc(CN(Cc2ncc[nH]2)Cc2ncc[nH]2)c2ccccc12. Yields the product CC1=C(C=CC(=C1)N1CC(CC1)N1C(CCC1)C)NC(=O)C1=CC2=C(NC(=N2)C)C=C1 (2-Methyl-1H-benzoimidazole-5-carboxylic acid [2-methyl-4-(2-methyl-[1,3′]bipyrrolidinyl-1′-yl)-phenyl]-amide). Reaction SMILES: [CH3:1][C:2]1[CH:7]=[C:6]([N:8]2[CH2:12][CH2:11][CH:10]([N:13]3[CH2:17][CH2:16][CH2:15][CH:14]3[CH3:18])[CH2:9]2)[CH:5]=[CH:4][C:3]=1[NH2:19].[CH3:20][C:21]1[NH:25][C:24]2[CH:26]=[CH:27][C:28]([C:30](O)=[O:31])=[CH:29][C:23]=2[N:22]=1>>[CH3:1][C:2]1[CH:7]=[C:6]([N:8]2[CH2:12][CH2:11][CH:10]([N:13]3[CH2:17][CH2:16][CH2:15][CH:14]3[CH3:18])[CH2:9]2)[CH:5]=[CH:4][C:3]=1[NH:19][C:30]([C:28]1[CH:27]=[CH:26][C:24]2[NH:25][C:21]([CH3:20])=[N:22][C:23]=2[CH:29]=1)=[O:31]. The reactants are CC1=C(C=CC(=C1)N1CC(CC1)N1C(CCC1)C)N (2-methyl-4-(2-methyl-[1,3′]bipyrrolidinyl-1′-yl)-phenylamine), CC1=NC2=C(N1)C=CC(=C2)C(=O)O (2-methyl-1H-benzoimidazole-5-carboxylic acid). Procedure: The title compound was prepared in a manner substantially the same as example 1 by coupling 2-methyl-4-(2-methyl-[1,3′]bipyrrolidinyl-1′-yl)-phenylamine with 2-methyl-1H-benzoimidazole-5-carboxylic acid. MS: 418.3 (M+H). Starting materials: O=C([O-])[O-], CCOC(C)=O, CCCCCCC, O=[N+]([O-])c1ccc(F)cc1, [K+], [K+], O, O=C(O)C1CC(O)CN1. Product: O=C(O)C1CC(O)CN1c1ccc([N+](=O)[O-])cc1. Reaction SMILES: [C:11](=[O:12])([O-:13])[O-:14].[C:33]([O:34][CH2:35][CH3:36])(=[O:37])[CH3:38].[CH3:26][CH2:27][CH2:28][CH2:29][CH2:30][CH2:31][CH3:32].[F:1][c:2]1[cH:3][cH:4][c:5]([N+:8](=[O:9])[O-:10])[cH:6][cH:7]1.[K+:15].[K+:16].[OH2:39].[OH:17][CH:18]1[CH2:19][CH:20]([C:23](=[O:24])[OH:25])[NH:21][CH2:22]1>>[c:2]1([N:21]2[CH:20]([C:23](=[O:24])[OH:25])[CH2:19][CH:18]([OH:17])[CH2:22]2)[cH:3][cH:4][c:5]([N+:8](=[O:9])[O-:10])[cH:6][cH:7]1. Reactants: C(C)(=O)O[C@H]1[C@H](OC(C)=O)[C@H](OC(C)=O)[C@H](O1)COC(C)=O (1,2,3,5-tetra-O-acetyl-β-D-ribofuranose), [Si](C)(C)(C)S(=O)(=O)C(F)(F)F (TMSTf), NC=1NC2=C(N1)C=C(C(=C2)Cl)Cl (2-Amino-5,6-dichlorobenzimidazole). Solvent: C(C)#N (acetonitrile). Run at temperature 60 celsius. Yields the product NC1=NC2=C(N1[C@H]1[C@H](OC(C)=O)[C@H](OC(C)=O)[C@H](O1)COC(C)=O)C=C(C(=C2)Cl)Cl (2-Amino-5,6-dichloro-1-(2,3,5-tri-O-acetyl-β-D-ribofuranosyl)benzimidazole). The yield is 15.5%. Reaction SMILES: [NH2:1][C:2]1[NH:3][C:4]2[CH:10]=[C:9]([Cl:11])[C:8]([Cl:12])=[CH:7][C:5]=2[N:6]=1.C(O[C@@H:17]1[O:29][C@H:28]([CH2:30][O:31][C:32](=[O:34])[CH3:33])[C@@H:23]([O:24][C:25](=[O:27])[CH3:26])[C@H:18]1[O:19][C:20](=[O:22])[CH3:21])(=O)C.[Si](S(C(F)(F)F)(=O)=O)(C)(C)C>C(#N)C>[NH2:1][C:2]1[N:3]([C@@H:17]2[O:29][C@H:28]([CH2:30][O:31][C:32](=[O:34])[CH3:33])[C@@H:23]([O:24][C:25](=[O:27])[CH3:26])[C@H:18]2[O:19][C:20](=[O:22])[CH3:21])[C:4]2[CH:10]=[C:9]([Cl:11])[C:8]([Cl:12])=[CH:7][C:5]=2[N:6]=1. Reported procedure: 2-Amino-5,6-dichlorobenzimidazole (4) (3 g, 16 mmole) was dissolved in dry acetonitrile (150 ml) and stirred in an inert atmosphere at 60° C. BSA (4.37 ml, 17 mmole) was added and the mixture was stirred for 10 minutes. 1,2,3,5-tetra-O-acetyl-β-D-ribofuranose (5.09 g, 16 mmole) and TMSTf (3.29 ml, 17 mmole) were added to the clear solution and the mixture was allowed to stir at 60° C. for 1 hr. The mixture was concentrated under reduced pressure and separated on a silica column to yield 1.14 g (...